This data is from the Open Reaction Database (ORD), a public repository of structured organic reaction records. The task is: describe an organic reaction: reactants, conditions, products, and yield The product is COCc1c(N)ncc2[nH]c3ccc(OCc4ccccc4)cc3c12. As a reaction SMILES: [CH3:1][Si:2]([CH2:3][CH2:4][O:5][C:6](=[O:7])[NH:10][c:11]1[n:12][cH:13][c:14]2[nH:15][c:16]3[cH:17][cH:18][c:19]([O:27][CH2:28][c:29]4[cH:30][cH:31][cH:32][cH:33][cH:34]4)[cH:20][c:21]3[c:22]2[c:23]1[CH2:24][O:25][CH3:26])([CH3:8])[CH3:9].[CH3:36][CH2:37][CH2:38][CH2:39][N+:40]([CH2:41][CH2:42][CH2:43][CH3:44])([CH2:45][CH2:46][CH2:47][CH3:48])[CH2:49][CH2:50][CH2:51][CH3:52].[F-:35].[O:53]1[CH2:54][CH2:55][CH2:56][CH2:57]1>>[NH2:10][c:11]1[n:12][cH:13][c:14]2[nH:15][c:16]3[cH:17][cH:18][c:19]([O:27][CH2:28][c:29]4[cH:30][cH:31][cH:32][cH:33][cH:34]4)[cH:20][c:21]3[c:22]2[c:23]1[CH2:24][O:25][CH3:26]. Starting materials: COCc1c(NC(=O)OCC[Si](C)(C)C)ncc2[nH]c3ccc(OCc4ccccc4)cc3c12, CCCC[N+](CCCC)(CCCC)CCCC, [F-], C1CCOC1. The reactants are ClCCl, COc1ccc(CBr)cc1, CSCS(C)=O, [H-], [Na+], C1CCOC1, O. Yields the product COc1ccc(CC(SC)S(C)=O)cc1. Reaction SMILES: [CH2:25]([Cl:26])[Cl:27].[CH3:14][O:15][c:16]1[cH:17][cH:18][c:19]([CH2:20][Br:21])[cH:22][cH:23]1.[CH3:1][S:2][CH2:3][S:4](=[O:5])[CH3:6].[H-:12].[Na+:13].[O:7]1[CH2:8][CH2:9][CH2:10][CH2:11]1.[OH2:24]>>[CH3:1][S:2][CH:3]([S:4](=[O:5])[CH3:6])[CH2:20][c:19]1[cH:18][cH:17][c:16]([O:15][CH3:14])[cH:23][cH:22]1. Starting materials: ClC(=O)NNC(=O)OCC1=CC=CC=C1 (2-(chlorocarbonyl)hydrazinecarboxylic acid, phenylmethyl ester), CO (methanol), CN(C(C(F)(F)F)=O)[Si](C)(C)C (N-methyl-N-trimethylsilyltrifluoroacetamide), FC(C(=O)O)(F)F.NC=1C=C(C(O)=CC1)O (4-aminocatechol trifluoroacetate). Run in ClCCl (dichloromethane), CCOCC (ether), C(C)#N (acetonitrile). Run at time 30 minute. Product: OC=1C=C(C=CC1O)NC(=O)NNC(=O)OCC1=CC=CC=C1 (2-[[(3,4-Dihydroxyphenyl)amino]carbonyl]hydrazinecarboxylic acid, phenylmethyl ester). Reaction SMILES: CN([Si](C)(C)C)C(=O)C(F)(F)F.FC(F)(F)C(O)=O.[NH2:20][C:21]1[CH:22]=[C:23]([OH:28])[C:24](=[CH:26][CH:27]=1)[OH:25].Cl[C:30]([NH:32][NH:33][C:34]([O:36][CH2:37][C:38]1[CH:43]=[CH:42][CH:41]=[CH:40][CH:39]=1)=[O:35])=[O:31].CO>C(#N)C.ClCCl.CCOCC>[OH:28][C:23]1[CH:22]=[C:21]([NH:20][C:30]([NH:32][NH:33][C:34]([O:36][CH2:37][C:38]2[CH:43]=[CH:42][CH:41]=[CH:40][CH:39]=2)=[O:35])=[O:31])[CH:27]=[CH:26][C:24]=1[OH:25] |f:1.2|. Procedure details: 15.64 ml (80.0 mmol) of N-methyl-N-trimethylsilyltrifluoroacetamide was added to a suspension of 4.80 g (20.0 mmol) of 4-aminocatechol trifluoroacetate in 80 ml of dry acetonitrile. After stirring for 30 minutes, the dark solution was evaporated in vacuo and the dark residue was redissolved in 25 ml of dichloromethane. A solution of 4.56 g (20.0 mmol) of 2-(chlorocarbonyl)hydrazinecarboxylic acid, phenylmethyl ester in 50 ml of dichloromethane was slowly dropped in with stirring at 10° C. (40 mi... The reactants are C(C)(=O)OC1=CC=C(C(=O)CC(=O)OCC)C=C1 (ethyl 4-acetoxy-benzoylacetate), N.B (ammonia borane), Cl (HCl), ice. Run in CCOCC (ether), C(C)OCC (diethyl ether). Yields the product OC(CC(=O)OCC)C1=CC=C(C=C1)OC(C)=O (ethyl 3-hydroxy-3-(4-acetoxyphenyl)propionate). Isolated yield 57.5%. RXN SMILES: [C:1]([O:4][C:5]1[CH:18]=[CH:17][C:8]([C:9]([CH2:11][C:12]([O:14][CH2:15][CH3:16])=[O:13])=[O:10])=[CH:7][CH:6]=1)(=[O:3])[CH3:2].N.B.Cl>CCOCC>[OH:10][CH:9]([C:8]1[CH:7]=[CH:6][C:5]([O:4][C:1](=[O:3])[CH3:2])=[CH:18][CH:17]=1)[CH2:11][C:12]([O:14][CH2:15][CH3:16])=[O:13] |f:1.2|. Procedure details: A 250 ml round bottom flask was charged with 11.25 grams (0.045 mol.) of ethyl 4-acetoxy-benzoylacetate and 150 ml of diethyl ether. The solution was stirred and ammonia-borane (1.39 gm., 0.045 mol., Alfa) was added in 4 portions. After being stirred 90 minutes at room temperature 50 ml of ether were added and the reaction mixture was slowly poured into a 400 ml beaker containing 20 ml of 3 N HCl and 100 ml of crushed ice. After 15 minutes the organic phase was separated. The aqueous phase was e... The reactants are ClC1=CC2=C(OC3=C(C4N2C(OC4C4=CC=C(C=C4)CC(=O)O)=O)C=CC=C3)C=C1 (6-chloro-1,13b-dihydro-1-(4-carboxymethylphenyl)-3H-dibenz[b,f]-oxazolo[3,4-d][1,4]-oxazepin-3-one), [OH-].[Na+] (NaOH). Run in C1CCOC1 (THF), CO (MeOH). Run at time 2.5 hour. The product is C=1OC(N2C3=C(OC4=C(C21)C=CC=C4)C=CC=C3)=O (3H-dibenz[b,f]-oxazolo-[3,4-d][1,4]-oxazepin-3-one). Yield: 126.0%. Reaction SMILES: Cl[C:2]1[CH:30]=[CH:29][C:5]2[O:6][C:7]3[CH:28]=[CH:27][CH:26]=[CH:25][C:8]=3[CH:9]3[CH:13](C4C=CC(CC(O)=O)=CC=4)[O:12][C:11](=[O:24])[N:10]3[C:4]=2[CH:3]=1.[OH-].[Na+]>C1COCC1.CO>[CH:13]1[O:12][C:11](=[O:24])[N:10]2[C:9]=1[C:8]1[CH:25]=[CH:26][CH:27]=[CH:28][C:7]=1[O:6][C:5]1[CH:29]=[CH:30][CH:2]=[CH:3][C:4]2=1 |f:1.2|. Reported procedure: To a stirring solution of 17 (77 mg, 0.18 mmol) in THF (3 mL) and MeOH (1.5 mL) was added NaOH (0.55 mL, 1M, 0.55 mmol). The resulting solution was stirred for 2.5 hours, followed by the removal of solvent under reduced pressure. To the residue was added 0.6 mL of 1M HCl. The resulting precipitate was collected by filtration and dried to yield 18 (57 mg): DSC: 217.88° C.; Analysis Calculated for C22H14NO5Cl×3.5 H2O: C, 56.24; H, 4.29; N, 2.98. Found: C, 55.84; H, 3.90; N, 2.91.